Dataset: the Open Reaction Database (ORD), a public repository of structured organic reaction records. Task: describe an organic reaction: reactants, conditions, products, and yield The reactants are A4, ClC=1C(=NC=C(C1)Cl)C1=C(C=2C(=NC=CN2)N=C1O)O (7-(3,5-dichloro-pyrid-2-yl)-pyrido[2,3-b]pyrazine-6,8-diol), C(C)N(C(C)C)C(C)C (N-ethyl-diisopropylamine), CS(=O)(=O)Cl (methane sulfonyl chloride), solid. The solvent is Cl (hydrochloric acid), ClCCl (dichloromethane). Run at time 1 hour. The product is ClC=1C(=NC=C(C1)Cl)C1=C(C=2C(=NC=CN2)NC1=O)OS(=O)(=O)C (methanesulfonic acid 7-(3,5-dichloro-pyrid-2-yl)-6-oxo-5,6-dihydro-pyrido[2,3-b]pyrazin-8-yl ester). As a reaction SMILES: [Cl:1][C:2]1[C:3]([C:9]2[C:18]([OH:19])=[N:17][C:12]3=[N:13][CH:14]=[CH:15][N:16]=[C:11]3[C:10]=2[OH:20])=[N:4][CH:5]=[C:6]([Cl:8])[CH:7]=1.C(N(C(C)C)C(C)C)C.[CH3:30][S:31](Cl)(=[O:33])=[O:32]>ClCCl.Cl>[Cl:1][C:2]1[C:3]([C:9]2[C:18](=[O:19])[NH:17][C:12]3=[N:13][CH:14]=[CH:15][N:16]=[C:11]3[C:10]=2[O:20][S:31]([CH3:30])(=[O:33])=[O:32])=[N:4][CH:5]=[C:6]([Cl:8])[CH:7]=1. Procedure: To a suspension of 7-(3,5-dichloro-pyrid-2-yl)-pyrido[2,3-b]pyrazine-6,8-diol (Example 1.2) (0.20 g) and N-ethyl-diisopropylamine (0.126 g) in dry dichloromethane (15 ml) was added methane sulfonyl chloride (0.074 g). The reaction mixture was stirred at ambient temperature for one hour and then stored at ambient temperature for 16 hours. The reaction mixture was diluted with aqueous hydrochloric acid (1M). The phases were separated and the organic layer was concentrated. The residue was purified... Reactants: N(=[N+]=[N-])C[C@@H](O)C1=CC(=CC=C1)Cl ((S)-2-Azido-1-(3-chlorophenyl)-ethanol), [BH4-].[Na+] (NaBH4), C(C)(C)O (isopropanol). Run in CO (MeOH). Run at temperature 80 celsius, time 24 hour. Yields the product NC[C@@H](O)C1=CC(=CC=C1)Cl ((S)-2-Amino-1-(3-chloro-phenyl)-ethanol). As a reaction SMILES: [N:1]([CH2:4][C@H:5]([C:7]1[CH:12]=[CH:11][CH:10]=[C:9]([Cl:13])[CH:8]=1)[OH:6])=[N+]=[N-].[BH4-].[Na+].C(O)(C)C>CO>[NH2:1][CH2:4][C@H:5]([C:7]1[CH:12]=[CH:11][CH:10]=[C:9]([Cl:13])[CH:8]=1)[OH:6] |f:1.2|. Procedure: A mixture of (S)-2-Azido-1-(3-chlorophenyl)-ethanol (5.14 g, 0.026 mol), NaBH4 (1.97 g, 0.052 mol) and isopropanol (100 ml) was stirred at 80° C. for 24 h. The solvent was evaporated, the residue was separated on SiO2 (15 g) CHCl3-MeOH (0 to 30%). Colorless oil, 3.70 g (0.021 mol, 83%). The material was reacted with Boc2O in dichloromethane and NEt3 and analyzed by chiral SFC using a CHIRALPAK AD-H column, 30% MeOH and determined to be 91% ee. LCMS [M+H]+ 172.4. 1H NMR (300 MHz, DMSO) δ 7.24-7.3...